Dataset: the Open Reaction Database (ORD), a public repository of structured organic reaction records. Task: describe an organic reaction: reactants, conditions, products, and yield The reactants are IN1C(CCC1=O)=O (N-iodosuccinimide), NC1=NC=CC(=N1)C1=CC(=C(N1COCC[Si](C)(C)C)C1=C(C=CC(=C1)Cl)C)C(=O)N (5-(2-aminopyrimidin-4-yl)-2-(5-chloro-2-methylphenyl)-1-{[2-(trimethylsilyl)ethoxy]methyl}-1H-pyrrole-3-carboxamide). Run in CN(C)C=O (DMF), CCOC(=O)C (EtOAc). Reaction conditions: temperature 65 celsius. The product is NC1=NC=C(C(=N1)C1=CC(=C(N1COCC[Si](C)(C)C)C1=C(C=CC(=C1)Cl)C)C(=O)N)I (5-(2-Amino-5-iodopyrimidin-4-yl)-2-(5-chloro-2-methylphenyl)-1-{[2-(trimethylsilyl)ethoxy]methyl}-1H-pyrrole-3-carboxamide). Isolated yield 61.1%. As a reaction SMILES: [I:1]N1C(=O)CCC1=O.[NH2:9][C:10]1[N:15]=[C:14]([C:16]2[N:20]([CH2:21][O:22][CH2:23][CH2:24][Si:25]([CH3:28])([CH3:27])[CH3:26])[C:19]([C:29]3[CH:34]=[C:33]([Cl:35])[CH:32]=[CH:31][C:30]=3[CH3:36])=[C:18]([C:37]([NH2:39])=[O:38])[CH:17]=2)[CH:13]=[CH:12][N:11]=1>CN(C=O)C.CCOC(C)=O>[NH2:9][C:10]1[N:15]=[C:14]([C:16]2[N:20]([CH2:21][O:22][CH2:23][CH2:24][Si:25]([CH3:27])([CH3:26])[CH3:28])[C:19]([C:29]3[CH:34]=[C:33]([Cl:35])[CH:32]=[CH:31][C:30]=3[CH3:36])=[C:18]([C:37]([NH2:39])=[O:38])[CH:17]=2)[C:13]([I:1])=[CH:12][N:11]=1. Procedure: N-iodosuccinimide (720 mg, 3.2 mmol) was added to a solution of 5-(2-aminopyrimidin-4-yl)-2-(5-chloro-2-methylphenyl)-1-{[2-(trimethylsilyl)ethoxy]methyl}-1H-pyrrole-3-carboxamide (1.39 g, 3.0 mmol) in dry DMF (6 mL). The reaction mixture was heated at 65° C. for 7 h, allowed to cool to room temperature and then diluted with EtOAc (30 mL), washed with water (2×20 mL) brine, dried over sodium sulphate, and evaporated. The crude was purified by flash chromatography on silica gel (DCM/MeOH 97/3) to... The reactants are ClCCl, CN(C(=O)c1c(F)cc(F)cc1F)c1cccc(C(=O)C2CCN(C(=O)OC(C)(C)C)CC2)n1, O=C(O)C(F)(F)F. The product is CN(C(=O)c1c(F)cc(F)cc1F)c1cccc(C(=O)C2CCNCC2)n1. RXN SMILES: [Cl:42][CH2:43][Cl:44].[F:1][c:2]1[c:3]([C:4](=[O:5])[N:6]([c:7]2[n:8][c:9]([C:13](=[O:14])[CH:15]3[CH2:16][CH2:17][N:18]([C:21]([O:22][C:23]([CH3:24])([CH3:25])[CH3:26])=[O:27])[CH2:19][CH2:20]3)[cH:10][cH:11][cH:12]2)[CH3:28])[c:29]([F:34])[cH:30][c:31]([F:33])[cH:32]1.[OH:35][C:36]([C:37]([F:38])([F:39])[F:40])=[O:41]>>[F:1][c:2]1[c:3]([C:4](=[O:5])[N:6]([c:7]2[n:8][c:9]([C:13](=[O:14])[CH:15]3[CH2:16][CH2:17][NH:18][CH2:19][CH2:20]3)[cH:10][cH:11][cH:12]2)[CH3:28])[c:29]([F:34])[cH:30][c:31]([F:33])[cH:32]1.